This data is from the Open Reaction Database (ORD), a public repository of structured organic reaction records. The task is: describe an organic reaction: reactants, conditions, products, and yield The reactants are FC(F)(F)c1ccc(-n2nc3cc(Br)ccc3c2Cl)cc1, CO, [K+], [OH-]. As a reaction SMILES: [Br:1][c:2]1[cH:3][cH:4][c:5]2[c:6]([Cl:21])[n:7](-[c:11]3[cH:12][cH:13][c:14]([C:17]([F:18])([F:19])[F:20])[cH:15][cH:16]3)[n:8][c:9]2[cH:10]1.[CH3:24][OH:25].[K+:23].[OH-:22]>>[Br:1][c:2]1[cH:3][cH:4][c:5]2[c:6](=[O:22])[n:7](-[c:11]3[cH:12][cH:13][c:14]([C:17]([F:18])([F:19])[F:20])[cH:15][cH:16]3)[nH:8][c:9]2[cH:10]1. The product is O=c1c2ccc(Br)cc2[nH]n1-c1ccc(C(F)(F)F)cc1.